From a dataset of the Open Reaction Database (ORD), a public repository of structured organic reaction records. describe an organic reaction: reactants, conditions, products, and yield Reactants: COC(=O)[C@@H]1NC2=CC(=CC(=C2[C@H](C1)CC(=O)OC)Cl)Cl (Trans-2-methoxycarbonyl-4-methoxycarbonylmethyl-5,7-dichloro-1,2,3,4-tetrahydroquinoline), [OH-].[Na+] (sodium hydroxide). Run in CO (methanol). Reaction conditions: temperature 70 celsius. The product is C(=O)(O)[C@@H]1NC2=CC(=CC(=C2[C@H](C1)CC(=O)O)Cl)Cl (Trans-2-carboxy-4-carboxymethyl-5,7-dichloro-1,2,3,4 -tetrahydroquinoline). The yield is 65.8%. RXN SMILES: C[O:2][C:3]([C@H:5]1[CH2:14][C@H:13]([CH2:15][C:16]([O:18]C)=[O:17])[C:12]2[C:7](=[CH:8][C:9]([Cl:21])=[CH:10][C:11]=2[Cl:20])[NH:6]1)=[O:4].[OH-].[Na+]>CO>[C:3]([C@H:5]1[CH2:14][C@H:13]([CH2:15][C:16]([OH:18])=[O:17])[C:12]2[C:7](=[CH:8][C:9]([Cl:21])=[CH:10][C:11]=2[Cl:20])[NH:6]1)([OH:4])=[O:2] |f:1.2|. Procedure: Trans-2-methoxycarbonyl-4-methoxycarbonylmethyl-5,7-dichloro-1,2,3,4-tetrahydroquinoline (Example 156a) (0.4 g, 0.0012 mol) was dissolved in 50% aqueous methanol (80 ml) with sodium hydroxide (1 g). The reaction mixture was heated at 70° C. for 14 h and the solvents removed under vacuum. The residue was dissolved in water (50 ml), acidified to pH 1 with 1 normal hydrochloric acid and extracted into ethyl acetate (2×50 ml). The combined organic layers were dried (Na2SO4), filtered and concentrate... The reactants are ClC1=NC2=CC=C(C=C2N=C1Cl)Cl (2,3,6-trichloroquinoxaline), O.NN (hydrazine hydrate). The solvent is C(C)O (ethanol). The product is ClC1=NC=2C=CC(CC2N=C1)(NN)Cl (2,6-dichloro-6-hydrazinoquinoxaline). As a reaction SMILES: [Cl:1][C:2]1[C:11](Cl)=[N:10][C:9]2[C:4](=[CH:5][CH:6]=[C:7]([Cl:13])[CH:8]=2)[N:3]=1.O.[NH2:15][NH2:16]>C(O)C>[Cl:1][C:2]1[CH:11]=[N:10][C:9]2[CH2:8][C:7]([Cl:13])([NH:15][NH2:16])[CH:6]=[CH:5][C:4]=2[N:3]=1 |f:1.2|. Procedure details: A mixture consisting of 23 g. (0.10 mole) of 2,3,6-trichloroquinoxaline and 11 g. (0.22 mole) of hydrazine hydrate in 500 ml. of ethanol was stirred at room temperature (~20° C.) overnight (~16 hours). The precipitate which formed was separated by filtration and washed with ethanol to ultimately afford 22.2 g. (97%) of pure 2,6-dichloro-3-hydrazinoquinoxaline, m.p. <250° C. Mass Spectrum: m/e, 228 (P).